This data is from the Open Reaction Database (ORD), a public repository of structured organic reaction records. The task is: describe an organic reaction: reactants, conditions, products, and yield Reactants: ClCCl, COCOC, ClC(Cl)Cl, [Na+], [OH-], O=c1cc(C(F)(F)F)nc(-c2ccccc2)[nH]1. Yields the product COCn1c(-c2ccccc2)nc(C(F)(F)F)cc1=O. Reaction SMILES: [CH2:29]([Cl:30])[Cl:31].[CH3:18][O:19][CH2:20][O:21][CH3:22].[CH:23]([Cl:24])([Cl:25])[Cl:26].[Na+:28].[OH-:27].[c:1]1(-[c:7]2[n:8][c:9]([C:14]([F:15])([F:16])[F:17])[cH:10][c:11](=[O:13])[nH:12]2)[cH:2][cH:3][cH:4][cH:5][cH:6]1>>[c:1]1(-[c:7]2[n:8][c:9]([C:14]([F:15])([F:16])[F:17])[cH:10][c:11](=[O:13])[n:12]2[CH2:20][O:19][CH3:18])[cH:2][cH:3][cH:4][cH:5][cH:6]1. Reactants: O=C(Cl)c1ccccc1, O=C=NC(=O)c1ccccc1, N. Product: NC(=O)c1ccccc1. RXN SMILES: [C:12]([Cl:13])(=[O:14])[c:15]1[cH:16][cH:17][cH:18][cH:19][cH:20]1.[C:1]([c:2]1[cH:3][cH:4][cH:5][cH:6][cH:7]1)(=[O:8])[N:9]=[C:10]=[O:11].[NH3:21]>>[C:1]([c:2]1[cH:3][cH:4][cH:5][cH:6][cH:7]1)(=[O:8])[NH2:9]. Reactants: ClC1=NC=2N3C(C(N(C2C=N1)CC(F)(F)F)=O)(COCC3)C (2-chloro-6a-methyl-5-(2,2,2-trifluoroethyl)-6a,7,9,10-tetrahydro-[1,4]oxazino[3,4-h]pteridin-6(5H)-one), C1(CC1)NC(=O)NC1=CC=C(C=C1)B1OC(C(O1)(C)C)(C)C (1-cyclopropyl-3-(4-(4,4,5,5-tetramethyl-1,3,2-dioxaborolan-2-yl)phenyl)urea), C(=O)(O)[O-].[Na+] (NaHCO3). The reagents and catalysts are C1=CC=C(C=C1)P([C-]2C=CC=C2)C3=CC=CC=C3.C1=CC=C(C=C1)P([C-]2C=CC=C2)C3=CC=CC=C3.Cl[Pd]Cl.[Fe+2] (PdCl2(dppf)). Solvent: C1CCOC1 (THF), O1CCOCC1 (1,4-dioxane). The product is C1(CC1)NC(=O)NC1=CC=C(C=C1)C1=NC=2N3C(C(N(C2C=N1)CC(F)(F)F)=O)(COCC3)C (1-cyclopropyl-3-(4-(6a-methyl-6-oxo-5-(2,2,2-trifluoroethyl)-5,6,6a,7,9,10-hexahydro-[1,4]oxazino[3,4-h]pteridin-2-yl)phenyl)urea). Isolated yield 49.8%. As a reaction SMILES: Cl[C:2]1[N:11]=[CH:10][C:9]2[N:8]([CH2:12][C:13]([F:16])([F:15])[F:14])[C:7](=[O:17])[C:6]3([CH3:22])[CH2:18][O:19][CH2:20][CH2:21][N:5]3[C:4]=2[N:3]=1.[CH:23]1([NH:26][C:27]([NH:29][C:30]2[CH:35]=[CH:34][C:33](B3OC(C)(C)C(C)(C)O3)=[CH:32][CH:31]=2)=[O:28])[CH2:25][CH2:24]1.C([O-])(O)=O.[Na+]>O1CCOCC1.C1COCC1.C1C=CC(P(C2C=CC=CC=2)[C-]2C=CC=C2)=CC=1.C1C=CC(P(C2C=CC=CC=2)[C-]2C=CC=C2)=CC=1.Cl[Pd]Cl.[Fe+2]>[CH:23]1([NH:26][C:27]([NH:29][C:30]2[CH:35]=[CH:34][C:33]([C:2]3[N:11]=[CH:10][C:9]4[N:8]([CH2:12][C:13]([F:16])([F:15])[F:14])[C:7](=[O:17])[C:6]5([CH3:22])[CH2:18][O:19][CH2:20][CH2:21][N:5]5[C:4]=4[N:3]=3)=[CH:32][CH:31]=2)=[O:28])[CH2:25][CH2:24]1 |f:2.3,6.7.8.9|. Procedure details: A mixture of 2-chloro-6a-methyl-5-(2,2,2-trifluoroethyl)-6a,7,9,10-tetrahydro-[1,4]oxazino[3,4-h]pteridin-6(5H)-one (292 mg, 0.868 mmol), 1-cyclopropyl-3-(4-(4,4,5,5-tetramethyl-1,3,2-dioxaborolan-2-yl)phenyl)urea (446 mg, 1.48 mmol), saturated aqueous NaHCO3 (2 ml) and PdCl2(dppf) (56.7 mg, 0.069 mmol) in 1,4-dioxane (4 ml) was irradiated in microwave at 110° C. for 30 minutes The reaction mixture was diluted with THF and passed through 0.45 μM PTFE syringe filter (washed with small amount of T... Reactants: Cc1cc(C)c(N=C=O)cc1C, CCOCC, CC(C)NO, Cl, [Na+], [OH-], O. Yields the product Cc1cc(C)c(NC(=O)N(O)C(C)C)cc1C. RXN SMILES: [CH3:14][c:15]1[c:16]([N:23]=[C:24]=[O:25])[cH:17][c:18]([CH3:22])[c:19]([CH3:21])[cH:20]1.[CH3:7][CH2:8][O:9][CH2:10][CH3:11].[CH:2]([CH3:3])([CH3:4])[NH:5][OH:6].[ClH:1].[Na+:13].[OH-:12].[OH2:26]>>[CH:2]([CH3:3])([CH3:4])[N:5]([OH:6])[C:24]([NH:23][c:16]1[c:15]([CH3:14])[cH:20][c:19]([CH3:21])[c:18]([CH3:22])[cH:17]1)=[O:25]. Starting materials: N(=[N+]=[N-])C[C@H](CP(OCC(C)C)(=O)C)O (isobutyl P-[3-azido-2(R)-hydroxy-propyl]-P-methyl-phosphinate), [H][H] (hydrogen). The reagents and catalysts are [Pd] (palladium on charcoal). The solvent is C(C)O (ethanol). Yields the product NC[C@H](CP(OCC(C)C)(=O)C)O (isobutyl P-[3-amino-2(R)-hydroxy-propyl]-P-methyl-phosphinate). As a reaction SMILES: [N:1]([CH2:4][C@@H:5]([OH:15])[CH2:6][P:7]([CH3:14])(=[O:13])[O:8][CH2:9][CH:10]([CH3:12])[CH3:11])=[N+]=[N-].[H][H]>C(O)C.[Pd]>[NH2:1][CH2:4][C@@H:5]([OH:15])[CH2:6][P:7]([CH3:14])(=[O:13])[O:8][CH2:9][CH:10]([CH3:12])[CH3:11]. Procedure: To a solution of 2.2 g of isobutyl P-[3-azido-2(R)-hydroxy-propyl]-P-methyl-phosphinate in 25 ml of ethanol is added 0.25 g of 5% palladium on charcoal. The resulting mixture is hydrogenated at 1 bar until hydrogen uptake ceases. The mixture is then filtered and the filtrate evaporated to give isobutyl P-[3-amino-2(R)-hydroxy-propyl]-P-methyl-phosphinate as a viscous oil, 31P-NMR spectrum: δ=+55.6 and +54.6 ppm (CDCl3), [α]D25 =-9.9 (0.66% in ethanol). Starting materials: CCOC(C)=O, [H][H], O=[N+]([O-])c1cccc(OCCN2CCCC2)c1. The product is Nc1cccc(OCCN2CCCC2)c1. As a reaction SMILES: [CH3:20][CH2:21][O:22][C:23](=[O:24])[CH3:25].[H:18][H:19].[N+:1]([O-:2])(=[O:3])[c:4]1[cH:5][c:6]([O:7][CH2:8][CH2:9][N:10]2[CH2:11][CH2:12][CH2:13][CH2:14]2)[cH:15][cH:16][cH:17]1>>[NH2:1][c:4]1[cH:5][c:6]([O:7][CH2:8][CH2:9][N:10]2[CH2:11][CH2:12][CH2:13][CH2:14]2)[cH:15][cH:16][cH:17]1. Yields the product CCOC(=O)CC(=O)c1ccccc1F. Reactants: C1CCOC1, [CH2]C, CCOC(C)=O, Cl, N#Cc1ccccc1F. RXN SMILES: [CH2:19]1[CH2:22][CH2:21][CH2:20][O:23]1.[CH2:1][CH3:2].[CH3:13][CH2:14][O:15][C:16]([CH3:17])=[O:18].[ClH:12].[F:3][c:4]1[c:5]([C:6]#[N:7])[cH:8][cH:9][cH:10][cH:11]1>>[F:3][c:4]1[c:5]([C:6]([CH2:17][C:16]([O:15][CH2:14][CH3:13])=[O:18])=[O:23])[cH:8][cH:9][cH:10][cH:11]1. Reactants: ClC1=CC=C(C(C(=O)OC)=C1)O (methyl 5-chlorosalicylate), C(=O)([O-])[O-].[K+].[K+] (K2CO3), BrC1C=CCCC1 (3-bromocyclohexene). The solvent is CN(C)C=O (DMF). Run at temperature 90 celsius, time 8 hour. Yields the product C1=CC(CCC1)OC1=C(C(=O)OC)C=C(C=C1)Cl (methyl 2-(cyclohexen-3-yloxy)-5-chlorobenzoate). As a reaction SMILES: [Cl:1][C:2]1[CH:11]=[C:6]([C:7]([O:9][CH3:10])=[O:8])[C:5]([OH:12])=[CH:4][CH:3]=1.C([O-])([O-])=O.[K+].[K+].Br[CH:20]1[CH2:25][CH2:24][CH2:23][CH:22]=[CH:21]1>CN(C=O)C>[CH:20]1[CH2:25][CH2:24][CH2:23][CH:22]([O:12][C:5]2[CH:4]=[CH:3][C:2]([Cl:1])=[CH:11][C:6]=2[C:7]([O:9][CH3:10])=[O:8])[CH:21]=1 |f:1.2.3|. Reported procedure: A mixture of 18.6 g of methyl 5-chlorosalicylate, 28 g of K2CO3 and 20 g of 3-bromocyclohexene in 200 ml of DMF is stirred at 90° C. overnight. The mixture is then poured onto water, extracted with ethylacetate, washed with water, dried over magnesium sulfate and evaporated to dryness to obtain crude product. This is purified by flash chromatography using hexane as the eluent to give pure methyl 2-(cyclohexen-3-yloxy)-5-chlorobenzoate as the first fraction which is used directly in the next step... Reactants: BrC=1C=C(C=2C=NN(C2C1)C1CCCC1)C(=O)NCC=1C(NC(=CC1C)C)=O (6-bromo-1-cyclopentyl-N-[(4,6-dimethyl-2-oxo-1,2-dihydro-3-pyridinyl)methyl]-1H-indazole-4-carboxamide), CC1(OB(OC1(C)C)C=1C=CC(=NC1)N1CCNCC1)C (1-[5-(4,4,5,5-tetramethyl-1,3,2-dioxaborolan-2-yl)-2-pyridinyl]piperazine). The product is C1(CCCC1)N1N=CC=2C(=CC(=CC12)C=1C=NC(=CC1)N1CCNCC1)C(=O)NCC=1C(NC(=CC1C)C)=O (1-cyclopentyl-N-[(4,6-dimethyl-2-oxo-1,2-dihydro-3-pyridinyl)methyl]-6-[6-(1-piperazinyl)-3-pyridinyl]-1H-indazole-4-carboxamide). Reaction SMILES: Br[C:2]1[CH:3]=[C:4]([C:16]([NH:18][CH2:19][C:20]2[C:21](=[O:28])[NH:22][C:23]([CH3:27])=[CH:24][C:25]=2[CH3:26])=[O:17])[C:5]2[CH:6]=[N:7][N:8]([CH:11]3[CH2:15][CH2:14][CH2:13][CH2:12]3)[C:9]=2[CH:10]=1.CC1(C)C(C)(C)OB([C:37]2[CH:38]=[CH:39][C:40]([N:43]3[CH2:48][CH2:47][NH:46][CH2:45][CH2:44]3)=[N:41][CH:42]=2)O1>>[CH:11]1([N:8]2[C:9]3[CH:10]=[C:2]([C:37]4[CH:42]=[N:41][C:40]([N:43]5[CH2:44][CH2:45][NH:46][CH2:47][CH2:48]5)=[CH:39][CH:38]=4)[CH:3]=[C:4]([C:16]([NH:18][CH2:19][C:20]4[C:21](=[O:28])[NH:22][C:23]([CH3:27])=[CH:24][C:25]=4[CH3:26])=[O:17])[C:5]=3[CH:6]=[N:7]2)[CH2:15][CH2:14][CH2:13][CH2:12]1. Procedure details: The title compound was prepared in a similar manner as described for example 8 from 6-bromo-1-cyclopentyl-N-[(4,6-dimethyl-2-oxo-1,2-dihydro-3-pyridinyl)methyl]-1H-indazole-4-carboxamide (200 mg, 0.451 mmol) and 1-[5-(4,4,5,5-tetramethyl-1,3,2-dioxaborolan-2-yl)-2-pyridinyl]piperazine (196 mg, 0.677 mmol). The product was collected as a white solid (92 mg, 37%). 1H NMR (400 MHz, DMSO-d6) δ ppm 11.54 (br. s., 1H) 8.64-8.67 (m, 1H) 8.60 (t, J=4.80 Hz, 1H) 8.35 (s, 1H) 8.03-8.09 (m, 2H) 7.84 (d, J=... Yields the product CC1=NC(=NO1)C1=CC=C(C=C1)NC(=O)N1CCNCC1 (4-[4-(5-methyl-[1,2,4]oxadiazol-3-yl)phenyl-carbamoyl]piperazine). Starting materials: C(=O)(OC(C)(C)C)N1CCNCC1 (BOC-piperazine), C(=O)(OC(C)(C)C)N1CCN(CC1)C(NC1=CC=C(C=C1)C1=NOC(=N1)C)=O (1-BOC-4-[4-(5-methyl-[1,2,4]oxadiazol-3-yl)phenylcarbamoyl]-piperazine). Reaction SMILES: C(N1CCNCC1)(OC(C)(C)C)=O.C([N:21]1[CH2:26][CH2:25][N:24]([C:27](=[O:41])[NH:28][C:29]2[CH:34]=[CH:33][C:32]([C:35]3[N:39]=[C:38]([CH3:40])[O:37][N:36]=3)=[CH:31][CH:30]=2)[CH2:23][CH2:22]1)(OC(C)(C)C)=O>C1(C)C=CC=CC=1>[CH3:40][C:38]1[O:37][N:36]=[C:35]([C:32]2[CH:33]=[CH:34][C:29]([NH:28][C:27]([N:24]3[CH2:25][CH2:26][NH:21][CH2:22][CH2:23]3)=[O:41])=[CH:30][CH:31]=2)[N:39]=1. Reported procedure: Heating with BOC-piperazine in toluene gives in a rearrangement reaction, after customary work-up, 1-BOC-4-[4-(5-methyl-[1,2,4]oxadiazol-3-yl)phenylcarbamoyl]-piperazine. Removal of the BOC group with TFA in CH2C2 gives 4-[4-(5-methyl-[1,2,4]oxadiazol-3-yl)phenyl-carbamoyl]piperazine (“C”). Run in C1(=CC=CC=C1)C (toluene).